This data is from the Open Reaction Database (ORD), a public repository of structured organic reaction records. The task is: describe an organic reaction: reactants, conditions, products, and yield Starting materials: O (water), CCN(C(C)C)C(C)C (DIEA), N1=CC(=CC=C1)N=C=O (3-pyridyl isocyanate), FC=1C=C(C=CC1C(F)(F)F)C1NCCC2=CC=CC=C12 (1-(3-fluoro-4-(trifluoromethyl)phenyl)-1,2,3,4-tetrahydroisoquinoline). Run in C(Cl)Cl (CH2Cl2). Yields the product FC=1C=C(C=CC1C(F)(F)F)C1N(CCC2=CC=CC=C12)C(=O)NC=1C=NC=CC1 (1-(3-fluoro-4-(trifluoromethyl)phenyl)-N-(pyridin-3-yl)-3,4-dihydroisoquinoline-2(1H)-carboxamide). Reaction SMILES: [F:1][C:2]1[CH:3]=[C:4]([CH:12]2[C:21]3[C:16](=[CH:17][CH:18]=[CH:19][CH:20]=3)[CH2:15][CH2:14][NH:13]2)[CH:5]=[CH:6][C:7]=1[C:8]([F:11])([F:10])[F:9].CCN(C(C)C)C(C)C.[N:31]1[CH:36]=[CH:35][CH:34]=[C:33]([N:37]=[C:38]=[O:39])[CH:32]=1.O>C(Cl)Cl>[F:1][C:2]1[CH:3]=[C:4]([CH:12]2[C:21]3[C:16](=[CH:17][CH:18]=[CH:19][CH:20]=3)[CH2:15][CH2:14][N:13]2[C:38]([NH:37][C:33]2[CH:32]=[N:31][CH:36]=[CH:35][CH:34]=2)=[O:39])[CH:5]=[CH:6][C:7]=1[C:8]([F:11])([F:9])[F:10]. Procedure: 1-(3-fluoro-4-(trifluoromethyl)phenyl)-1,2,3,4-tetrahydroisoquinoline (0.1500 g, 0.508 mmol, Example 71 Step 3) was dissolved in 3 mL CH2Cl2 and DIEA (0.0884 mL, 0.508 mmol) and 3-pyridyl isocyanate (0.0732 g, 0.610 mmol) were added at RT. The mixture was stirred over night and hydrolyzed with 2 mL water. The reaction was extracted 3 times with EtOAc (3×20 mL), dried over MgSO4 and evaporated. The crude product was purified via glass column chromatography providing 1-(3-fluoro-4-(trifluoromethyl... Reactants: C[C@@H]1CC[C@@]2([C@H]([C@H]3[C@@H](O2)C[C@@H]4[C@@]3(C(=O)C[C@H]5[C@H]4CC[C@@H]6[C@@]5(CC[C@@H](C6)OC(=O)C)C)C)C)OC1 (hecogenin acetate), C[C@@H]1CC[C@@]2([C@H]([C@H]3[C@@H](O2)C[C@@H]4[C@@]3(CC[C@H]5[C@H]4CC[C@@H]6[C@@]5(CC[C@@H](C6)O)C)C)C)OC1.C(C)(=O)[O-] (tigogenin acetate). Yields the product C[C@@H]1CC[C@@]2([C@H]([C@H]3[C@@H](O2)C[C@@H]4[C@@]3(C(=O)C[C@H]5[C@H]4CC[C@@]6([C@@]5(CC[C@@H](C6)O)C)C)C)C)OC1 (hecogenin). Reaction SMILES: [CH3:1][C@H:2]1[CH2:34][O:33][C@@:5]2([O:9][C@H:8]3[CH2:10][C@H:11]4[C@@H:17]5[CH2:18][CH2:19][C@H:20]6[CH2:25][C@@H:24]([O:26]C(C)=O)[CH2:23][CH2:22][C@:21]6([CH3:30])[C@H:16]5[CH2:15][C:13](=[O:14])[C@:12]4([CH3:31])[C@H:7]3[C@@H:6]2[CH3:32])[CH2:4][CH2:3]1.[CH3:35][C@H]1CO[C@@]2(O[C@H]3C[C@H]4[C@@H]5CC[C@H]6C[C@@H](O)CC[C@]6(C)[C@H]5CC[C@]4(C)[C@H]3[C@@H]2C)CC1.C([O-])(=O)C>>[CH3:1][C@H:2]1[CH2:34][O:33][C@@:5]2([O:9][C@H:8]3[CH2:10][C@H:11]4[C@@H:17]5[CH2:18][CH2:19][C@@:20]6([CH3:35])[CH2:25][C@@H:24]([OH:26])[CH2:23][CH2:22][C@:21]6([CH3:30])[C@H:16]5[CH2:15][C:13](=[O:14])[C@:12]4([CH3:31])[C@H:7]3[C@@H:6]2[CH3:32])[CH2:4][CH2:3]1 |f:1.2|. Procedure details: This material was recrystallized by dissolving in 300ml of heptane at reflux temperature. The clear solution was concentrated to 65ml, cooled to ambient temperature, and the crystallization product filtered. Washing with a little heptane, collection and drying gave 1.9g of material in well developed prismatic crystals of slightly green color (chlorophyll), and which on TLC (80% benzene, 20% ethyl acetate) analyzed as essentially hecogenin acetate with only a shade of the tigogenin acetate (corre... The reactants are N(=C=S)C1=C(C2=C(S1)CCCC2)C(=O)OC (methyl 4,5,6,7-tetrahydro-2-isothiocyanatobenzo[b]thiophene-3-carboxylate), CC=1N=CN(C1)CCCN (3-(4-methyl-1H-imidazol-1-yl)propan-1-amine). The product is CC=1N=CN(C1)CCCN1C(NC2=C(C1=O)C1=C(S2)CCCC1)=S (3-[3-(4-methyl-1H-imidazol-1-yl)propyl]-2-thioxo-2,3,6,7,8,9-hexahydro[1]benzothieno[2,3-d]pyrimidin-4(1H)-one). RXN SMILES: [N:1]([C:4]1[S:8][C:7]2[CH2:9][CH2:10][CH2:11][CH2:12][C:6]=2[C:5]=1[C:13]([O:15]C)=O)=[C:2]=[S:3].[CH3:17][C:18]1[N:19]=[CH:20][N:21]([CH2:23][CH2:24][CH2:25][NH2:26])[CH:22]=1>>[CH3:17][C:18]1[N:19]=[CH:20][N:21]([CH2:23][CH2:24][CH2:25][N:26]2[C:13](=[O:15])[C:5]3[C:6]4[CH2:12][CH2:11][CH2:10][CH2:9][C:7]=4[S:8][C:4]=3[NH:1][C:2]2=[S:3])[CH:22]=1. Procedure: The compound was synthesized starting from methyl 4,5,6,7-tetrahydro-2-isothiocyanatobenzo[b]thiophene-3-carboxylate (0.109 g. 0.43 mmol) and 3-(4-methyl-1H-imidazol-1-yl)propan-1-amine (9) (0.060 g, 0.43 mmol) as described above. Reactants: CO, ClC(Cl)Cl, CCOC(=O)c1cnc(C(C)C)s1. Yields the product CC(C)c1ncc(CO)s1. As a reaction SMILES: [CH3:14][OH:15].[CH:16]([Cl:17])([Cl:18])[Cl:19].[CH:1]([CH3:2])([CH3:3])[c:4]1[s:5][c:6]([C:9](=[O:10])[O:11][CH2:12][CH3:13])[cH:7][n:8]1>>[CH:1]([CH3:2])([CH3:3])[c:4]1[s:5][c:6]([CH2:9][OH:10])[cH:7][n:8]1.